Dataset: the Open Reaction Database (ORD), a public repository of structured organic reaction records. Task: describe an organic reaction: reactants, conditions, products, and yield Starting materials: B, O=C(O)c1ccccc1CBr, C1CCOC1. The product is OCc1ccccc1CBr. RXN SMILES: [BH3:12].[Br:1][CH2:2][c:3]1[c:4]([C:5](=[O:6])[OH:7])[cH:8][cH:9][cH:10][cH:11]1.[CH2:13]1[O:14][CH2:15][CH2:16][CH2:17]1>>[Br:1][CH2:2][c:3]1[c:4]([CH2:5][OH:6])[cH:8][cH:9][cH:10][cH:11]1. The reactants are O=C([O-])[O-], CC(C)=O, Cc1cc(C(O)(C(C)c2ccc(O)cc2Cl)C(F)(F)F)ccn1, ClCc1ccccc1, [I-], [K+], [K+], [K+]. Product: Cc1cc(C(O)(C(C)c2ccc(OCc3ccccc3)cc2Cl)C(F)(F)F)ccn1. As a reaction SMILES: [C:3](=[O:4])([O-:5])[O-:6].[CH3:40][C:41](=[O:42])[CH3:43].[Cl:17][c:18]1[cH:19][c:20]([OH:39])[cH:21][cH:22][c:23]1[CH:24]([C:25]([C:26]([F:27])([F:28])[F:29])([c:30]1[cH:31][c:32]([CH3:36])[n:33][cH:34][cH:35]1)[OH:37])[CH3:38].[Cl:9][CH2:10][c:11]1[cH:12][cH:13][cH:14][cH:15][cH:16]1.[I-:2].[K+:1].[K+:7].[K+:8]>>[CH2:10]([c:11]1[cH:12][cH:13][cH:14][cH:15][cH:16]1)[O:39][c:20]1[cH:19][c:18]([Cl:17])[c:23]([CH:24]([C:25]([C:26]([F:27])([F:28])[F:29])([c:30]2[cH:31][c:32]([CH3:36])[n:33][cH:34][cH:35]2)[OH:37])[CH3:38])[cH:22][cH:21]1. The reactants are COC(=O)[C@@H]1CCCOC=2C=CC(C[C@@H](C(N[C@H](C(N1)=O)C(C)C)=O)NC(=O)OC(C)(C)C)=CC2 ((6S,9S,12S)-12-tert-Butoxycarbonylamino-9-isopropyl-8,11-dioxo-2-oxa-7,10-diaza-bicyclo-[12.2.2]octadeca-1(17),14(18),15-triene-6-carboxylic acid methyl ester), Cl (HCl). The solvent is O1CCOCC1 (1,4-dioxane). Reaction conditions: time 16 hour. Product: Cl.COC(=O)[C@@H]1CCCOC=2C=CC(C[C@@H](C(N[C@H](C(N1)=O)C(C)C)=O)N)=CC2 ((6S,9S,12S)-12-Amino-9-isopropyl-8,11-dioxo-2-oxa-7,10-diaza-bicyclo[12.2.2]octadeca-1(17),14(18),15-triene-6-carboxylic acid methyl ester hydrogen chloride salt). Reaction SMILES: [CH3:1][O:2][C:3]([C@H:5]1[NH:20][C:19](=[O:21])[C@H:18]([CH:22]([CH3:24])[CH3:23])[NH:17][C:16](=[O:25])[C@@H:15]([NH:26]C(OC(C)(C)C)=O)[CH2:14][C:13]2=[CH:34][CH:35]=[C:10]([CH:11]=[CH:12]2)[O:9][CH2:8][CH2:7][CH2:6]1)=[O:4].[ClH:36]>O1CCOCC1>[ClH:36].[CH3:1][O:2][C:3]([C@H:5]1[NH:20][C:19](=[O:21])[C@H:18]([CH:22]([CH3:24])[CH3:23])[NH:17][C:16](=[O:25])[C@@H:15]([NH2:26])[CH2:14][C:13]2=[CH:34][CH:35]=[C:10]([CH:11]=[CH:12]2)[O:9][CH2:8][CH2:7][CH2:6]1)=[O:4] |f:3.4|. Procedure: Methyl ester 66 (0.2 g) was dissolved in 4M HCl in 1,4-dioxane (10 mL). The solution was stirred at rt for 16 h before being concentrated in vacuo to yield a brown solid, 0.17 g, 100%. Starting materials: C(C1=CC=CC=C1)OC(NCCC[C@@H]1N/C(/NC1)=N/C(=O)C1=NC(=C(N=C1N)N)Cl)=O ((3-{(S)-2-[(E)-3,5-Diamino-6-chloro-pyrazine-2-carbonylimino]-imidazolidin-4-yl}-propyl)-carbamic acid benzyl ester), I[Si](C)(C)C (iodotrimethylsilane). The solvent is C(Cl)Cl (DCM). Run at time 65 minute. The product is NCCC[C@@H]1N\C(\NC1)=N\C(=O)C1=NC(=C(N=C1N)N)Cl (3,5-Diamino-6-chloro-pyrazine-2-carboxylic acid [(S)-4-(3-amino-propyl)-imidazolidin-(2E)-ylidene]-amide). RXN SMILES: C(OC(=O)[NH:10][CH2:11][CH2:12][CH2:13][C@H:14]1[CH2:18][NH:17]/[C:16](=[N:19]\[C:20]([C:22]2[C:27]([NH2:28])=[N:26][C:25]([NH2:29])=[C:24]([Cl:30])[N:23]=2)=[O:21])/[NH:15]1)C1C=CC=CC=1.I[Si](C)(C)C>C(Cl)Cl>[NH2:10][CH2:11][CH2:12][CH2:13][C@H:14]1[CH2:18][NH:17]/[C:16](=[N:19]\[C:20]([C:22]2[C:27]([NH2:28])=[N:26][C:25]([NH2:29])=[C:24]([Cl:30])[N:23]=2)=[O:21])/[NH:15]1. Procedure: To a solution of (3-{(S)-2-[(E)-3,5-Diamino-6-chloro-pyrazine-2-carbonylimino]-imidazolidin-4-yl}-propyl)-carbamic acid benzyl ester (Ex. 30) (0.44 g, 0.98 mmol) in DCM (20 ml) is added iodotrimethylsilane (0.27 ml, 1.96 mmol) in a dropwise manner. The orange suspension is stirred at room temperature for 65 minutes. Purification by catch and release resin (SCX-2) eluting with MeOH followed by 7M NH3 in MeOH yields the title compound as a yellow foam; [M+H]+ 313.1 Reactants: C(C)(C)(C)OC(=O)N1CCC2(C(N(C(O2)=O)CC2=CC=C(C=C2)OCC(C)C)CC2=CC=C(C=C2)F)CC1 (4-(4-Fluorobenzyl)-3-(4-isobutoxybenzyl)-2-oxo-1-oxa-3,8-diaza-spiro[4.5]decane-8-carboxylic acid tert-butyl ester), [I-].[Na+] (sodium iodide), Cl (HCl), C(=O)(C(F)(F)F)O (TFA), C([O-])([O-])=O.[K+].[K+] (Potassium carbonate), BrCCC1OCCO1 (2-(2-bromoethyl) 1,3-dioxolane), Cl (HCl). Solvent: C(C)OCC (diethylether). Reaction conditions: temperature 50 celsius, time 3 day. The product is Cl.O1C(OCC1)CCN1CCC2(C(N(C(O2)=O)CC2=CC=C(C=C2)OCC(C)C)CC2=CC=C(C=C2)F)CC1 (8-(2-[1,3]Dioxolan-2-yl-ethyl)-4-(4-fluorobenzyl)-3-(4-isobutoxybenzyl)-1-oxa-3.8-diaza-spiro[4.5]decan-2-one, hydrochloride). RXN SMILES: C(OC([N:8]1[CH2:38][CH2:37][C:11]2([O:15][C:14](=[O:16])[N:13]([CH2:17][C:18]3[CH:23]=[CH:22][C:21]([O:24][CH2:25][CH:26]([CH3:28])[CH3:27])=[CH:20][CH:19]=3)[CH:12]2[CH2:29][C:30]2[CH:35]=[CH:34][C:33]([F:36])=[CH:32][CH:31]=2)[CH2:10][CH2:9]1)=O)(C)(C)C.C(O)(C(F)(F)F)=O.C(=O)([O-])[O-].[K+].[K+].Br[CH2:53][CH2:54][CH:55]1[O:59][CH2:58][CH2:57][O:56]1.[I-].[Na+].[ClH:62]>C(OCC)C>[ClH:62].[O:56]1[CH2:57][CH2:58][O:59][CH:55]1[CH2:54][CH2:53][N:8]1[CH2:9][CH2:10][C:11]2([O:15][C:14](=[O:16])[N:13]([CH2:17][C:18]3[CH:19]=[CH:20][C:21]([O:24][CH2:25][CH:26]([CH3:27])[CH3:28])=[CH:22][CH:23]=3)[CH:12]2[CH2:29][C:30]2[CH:35]=[CH:34][C:33]([F:36])=[CH:32][CH:31]=2)[CH2:37][CH2:38]1 |f:2.3.4,6.7,10.11|. Procedure details: 69NLS77 (300 mg, 0.57 mmol) was N-BOC deprotected by treatment with a solution of TFA (2 mL) in dichlornethane (2 mL) at rt for 1.5 h. The solvent was removed in vacuo, the residue coevaporated twice with acetonitrile and redissolved in the same solvent (10 mL). Potassium carbonate (110 mg, 0.80 mmol) and 2-(2-bromoethyl) 1,3-dioxolane (80 μL, 0.68 mmol) were added, followed by sodium iodide (102 mg, 0.68 mmol) and the mixture stirred for 3 days at 50° C. Partitioning of the mixture between wate...